This data is from the Open Reaction Database (ORD), a public repository of structured organic reaction records. The task is: describe an organic reaction: reactants, conditions, products, and yield Starting materials: B, C1CCOC1, c1ccc2c(c1)N=C(C1CCCCC1)c1cccc3c1N2CC3, Cl, [Na+], [OH-]. The product is c1ccc2c(c1)NC(C1CCCCC1)c1cccc3c1N2CC3. RXN SMILES: [BH3:24].[CH2:28]1[O:29][CH2:30][CH2:31][CH2:32]1.[CH:1]1([C:7]2=[N:13][c:12]3[c:11]([cH:17][cH:16][cH:15][cH:14]3)[N:10]3[c:9]4[c:8]2[cH:23][cH:22][cH:21][c:20]4[CH2:19][CH2:18]3)[CH2:2][CH2:3][CH2:4][CH2:5][CH2:6]1.[ClH:25].[Na+:27].[OH-:26]>>[CH:1]1([CH:7]2[c:8]3[c:9]4[c:20]([cH:21][cH:22][cH:23]3)[CH2:19][CH2:18][N:10]4[c:11]3[c:12]([cH:14][cH:15][cH:16][cH:17]3)[NH:13]2)[CH2:2][CH2:3][CH2:4][CH2:5][CH2:6]1. The reactants are C(C)(=O)Cl (acetyl chloride), NC1=C(C=CC=C1)C1=C(N=C(N1CCCCNS(=O)(=O)C)CC)C#N (N-{4-[5-(2-aminophenyl)-4-cyano-2-ethyl-1H-imidazo 1-yl]butyl}methanesulfonamide). Solvent: C(C)O (ethanol), C(C)O (ethanol). Product: NC1=NC=2C=CC=CC2C2=C1N=C(N2CCCCNS(=O)(=O)C)CC (N-[4-(4-amino-2-ethyl-1H-imidazo[4,5-c]quinolin-1-yl)butyl]methanesulfonamide). As a reaction SMILES: C(Cl)(=O)C.[NH2:5][C:6]1[CH:11]=[CH:10][CH:9]=[CH:8][C:7]=1[C:12]1[N:16]([CH2:17][CH2:18][CH2:19][CH2:20][NH:21][S:22]([CH3:25])(=[O:24])=[O:23])[C:15]([CH2:26][CH3:27])=[N:14][C:13]=1[C:28]#[N:29]>C(O)C>[NH2:29][C:28]1[C:13]2[N:14]=[C:15]([CH2:26][CH3:27])[N:16]([CH2:17][CH2:18][CH2:19][CH2:20][NH:21][S:22]([CH3:25])(=[O:24])=[O:23])[C:12]=2[C:7]2[CH:8]=[CH:9][CH:10]=[CH:11][C:6]=2[N:5]=1. Reported procedure: A solution of acetyl chloride (0.15 mL, 2 mmol) in ethanol (2 mL) was added to a solution of N-{4-[5-(2-aminophenyl)-4-cyano-2-ethyl-1H-imidazo 1-yl]butyl}methanesulfonamide (0.19 g) in ethanol (4 mL). The mixture was heated at reflux for two hours, allowed to cool to room temperature, and concentrated under reduced pressure. The resulting off-white solid was dissolved in water (2.0 mL) with heating to 60° C. The resulting solution was adjusted to pH 12 with the addition of 10% w/w sodium hydrox... Starting materials: ClC=1C(=NC=NC1Cl)N (5,6-dichloropyrimidin-4-amine), NCCCNC(OC(C)(C)C)=O (tert-butyl (3-aminopropyl)carbamate), O(C1=CC=CC=C1)C1=CC=C(C=C1)B(O)O ((4-phenoxyphenyl)boronic acid), C(C=C)(=O)Cl (acryloyl chloride). The product is NC1=C(C(=NC=N1)NCCCNC(C=C)=O)C1=CC=C(C=C1)OC1=CC=CC=C1 (N-(3-((6-amino-5-(4-phenoxyphenyl)pyrimidin-4-yl)amino)propyl)acrylamide). Reaction SMILES: Cl[C:2]1[C:3]([NH2:9])=[N:4][CH:5]=[N:6][C:7]=1Cl.[NH2:10][CH2:11][CH2:12][CH2:13][NH:14][C:15](=[O:21])OC(C)(C)C.[O:22]([C:29]1[CH:34]=[CH:33][C:32](B(O)O)=[CH:31][CH:30]=1)[C:23]1[CH:28]=[CH:27][CH:26]=[CH:25][CH:24]=1.[C:38](Cl)(=O)[CH:39]=C>>[NH2:9][C:3]1[N:4]=[CH:5][N:6]=[C:7]([NH:10][CH2:11][CH2:12][CH2:13][NH:14][C:15](=[O:21])[CH:38]=[CH2:39])[C:2]=1[C:26]1[CH:27]=[CH:28][C:23]([O:22][C:29]2[CH:34]=[CH:33][CH:32]=[CH:31][CH:30]=2)=[CH:24][CH:25]=1. Reported procedure: N-(3-((6-amino-5-(4-phenoxyphenyl)pyrimidin-4-yl)amino)propyl)acrylamide was prepared from 5,6-dichloropyrimidin-4-amine, tert-butyl (3-aminopropyl)carbamate, (4-phenoxyphenyl)boronic acid, and acryloyl chloride using methods B, C, D, and F. HPLC purity: 100%. MS: m/z=390 [M+H]+. Reactants: BrCC(=O)C=1C=C(SC1C)C(=S)OC (Methyl 4-(2-bromoacetyl)-5-methylthiothiophene-2-carboxylate), C(C1=CC=CC=C1)OC1=CC=C(C=C1)NC(=S)N (4-benzyloxyphenyl thiourea). Yields the product Br.C1(=CC=CC=C1)COC1=CC=C(C=C1)NC=1SC=C(N1)C=1C=C(SC1C)C(=S)OC (methyl 4-(2-{[4-phenylmethoxyphenyl]amino}(1,3-thiazol-4-yl))-5-methylthiothiophene-2-carboxylate hydrobromide). Isolated yield 78.1%. As a reaction SMILES: [Br:1][CH2:2][C:3]([C:5]1[CH:6]=[C:7]([C:11]([O:13][CH3:14])=[S:12])[S:8][C:9]=1[CH3:10])=O.[CH2:15]([O:22][C:23]1[CH:28]=[CH:27][C:26]([NH:29][C:30]([NH2:32])=[S:31])=[CH:25][CH:24]=1)[C:16]1[CH:21]=[CH:20][CH:19]=[CH:18][CH:17]=1>>[BrH:1].[C:16]1([CH2:15][O:22][C:23]2[CH:28]=[CH:27][C:26]([NH:29][C:30]3[S:31][CH:2]=[C:3]([C:5]4[CH:6]=[C:7]([C:11]([O:13][CH3:14])=[S:12])[S:8][C:9]=4[CH3:10])[N:32]=3)=[CH:25][CH:24]=2)[CH:17]=[CH:18][CH:19]=[CH:20][CH:21]=1 |f:2.3|. Procedure: Methyl 4-(2-bromoacetyl)-5-methylthiothiophene-2-carboxylate (336.3 mg, 1.08 mmol) was allowed to react with 4-benzyloxyphenyl thiourea (279 mg) as described in Example 154, step (a) to give 450 mg (76% yield) of methyl 4-(2-{[4-phenylmethoxyphenyl]amino}(1,3-thiazol-4-yl))-5-methylthiothiophene-2-carboxylate hydrobromide. Mass Spectrum (ESI) m/z calcd. for C23H20N2O3S3, 468.61 (M+H), found 469.2.